Dataset: the Open Reaction Database (ORD), a public repository of structured organic reaction records. Task: describe an organic reaction: reactants, conditions, products, and yield Reaction SMILES: F[C:2]1[CH:7]=[CH:6][C:5]([N:8]2[CH2:12][CH2:11][N:10]([C:13]3[CH:14]=[N:15][CH:16]=[CH:17][C:18]=3[CH3:19])[C:9]2=[O:20])=[CH:4][C:3]=1[C:21](=[N:23][OH:24])[CH3:22].[H-].[Na+].CO>CN(C=O)C.C(Cl)(Cl)Cl>[CH3:22][C:21]1[C:3]2[CH:4]=[C:5]([N:8]3[CH2:12][CH2:11][N:10]([C:13]4[CH:14]=[N:15][CH:16]=[CH:17][C:18]=4[CH3:19])[C:9]3=[O:20])[CH:6]=[CH:7][C:2]=2[O:24][N:23]=1 |f:1.2|. Starting materials: CO (MeOH), FC1=C(C=C(C=C1)N1C(N(CC1)C=1C=NC=CC1C)=O)C(C)=NO (1-[4-Fluoro-3-(1-hydroxyimino-ethyl)-phenyl]-3-(4-methyl-pyridin-3-yl)-imidazolidin-2-one), [H-].[Na+] (NaH). The yield is 13.6%. Run at time 21 hour. The product is CC1=NOC2=C1C=C(C=C2)N2C(N(CC2)C=2C=NC=CC2C)=O (1-(3-Methyl-benzo[d]isoxazol-5-yl)-3-(4-methyl-pyridin-3-yl)-imidazolidin-2-one). Procedure details: 1-[4-Fluoro-3-(1-hydroxyimino-ethyl)-phenyl]-3-(4-methyl-pyridin-3-yl)-imidazolidin-2-one (220 mg, 0.670 mmol) in DMF (5 mL) was added to a stirred mixture of NaH (19 mg, 0.804 mmol) in DMF (2 mL) under nitrogen atmosphere at 0° C. The resulting mixture was stirred at room temperature for 21 hours. The reaction was monitored by TLC (10% MeOH in CHCl3). The reaction mixture was partitioned between ethylacetate and ice water. The organic layer was washed with brine solution, dried over Na2SO4 and ... Run in C(Cl)(Cl)Cl (CHCl3), CN(C)C=O (DMF), CN(C)C=O (DMF). The reactants are COCCCCN1C(C(C2=CC=C(C=C12)C(=O)OC)(C)C)=O (methyl 1-(4-methoxybutyl)-3,3-dimethyl-2-oxoindoline-6-carboxylate), [OH-].[Na+] (NaOH), CO (MeOH). Solvent: C1CCOC1 (THF). Conditions: temperature 65 celsius, time 1 hour. Yields the product COCCCCN1C(C(C2=CC=C(C=C12)C(=O)O)(C)C)=O (1-(4-Methoxybutyl)-3,3-dimethyl-2-oxoindoline-6-carboxylic acid). As a reaction SMILES: [CH3:1][O:2][CH2:3][CH2:4][CH2:5][CH2:6][N:7]1[C:15]2[C:10](=[CH:11][CH:12]=[C:13]([C:16]([O:18]C)=[O:17])[CH:14]=2)[C:9]([CH3:21])([CH3:20])[C:8]1=[O:22].[OH-].[Na+].CO>C1COCC1>[CH3:1][O:2][CH2:3][CH2:4][CH2:5][CH2:6][N:7]1[C:15]2[C:10](=[CH:11][CH:12]=[C:13]([C:16]([OH:18])=[O:17])[CH:14]=2)[C:9]([CH3:20])([CH3:21])[C:8]1=[O:22] |f:1.2|. Procedure details: To methyl 1-(4-methoxybutyl)-3,3-dimethyl-2-oxoindoline-6-carboxylate (480 mg) were added 2N aqueous NaOH solution (5 ml), MeOH (5 ml), and THF (5 ml), and the mixture was stirred at 65° C. for one hour. After the reaction was complete, the solvent was concentrated, and to the resultant was added dropwise 2N aqueous hydrochloric acid solution. The precipitated crystals were extracted with ethyl acetate, and this ethyl acetate solution was washed with water and an aqueous sodium chloride solution... Starting materials: COc1ccc(C=O)cc1Br, CC(C)(C)O, CC=C(C)C, [O-][Cl+][O-], [Na+], [Na+], [Na+], [OH-], O, O, O, O=P([O-])(O)O. The product is COc1ccc(C(=O)O)cc1Br. As a reaction SMILES: [Br:1][c:2]1[cH:3][c:4]([CH:5]=[O:6])[cH:7][cH:8][c:9]1[O:10][CH3:11].[C:32]([OH:33])([CH3:34])([CH3:35])[CH3:36].[CH3:12][C:13](=[CH:14][CH3:15])[CH3:16].[Cl+:17]([O-:18])[O-:19].[Na+:20].[Na+:28].[Na+:30].[OH-:29].[OH2:21].[OH2:22].[OH2:31].[P:23]([O-:24])([OH:25])([OH:26])=[O:27]>>[Br:1][c:2]1[cH:3][c:4]([C:5](=[O:6])[OH:18])[cH:7][cH:8][c:9]1[O:10][CH3:11].